From a dataset of the Open Reaction Database (ORD), a public repository of structured organic reaction records. describe an organic reaction: reactants, conditions, products, and yield Starting materials: CN[C@@H]1[C@H](CCCC1)NC ((1S,2S)-N,N′-dimethyl-1,2-cyclohexanediamine), C(C1=CC=CC=C1)OC1=C2C=CNC2=CC=C1 (4-benzyloxyindole), BrC1=CC(=C(C=C1)OCC1=CC=CC=C1)F (4-bromo-2-fluoro-1-[(phenylmethyl)oxy]benzene), P(=O)([O-])([O-])[O-].[K+].[K+].[K+] (potassium phosphate). The reagents and catalysts are [Cu]I (Copper (I) iodide). The solvent is C1(=CC=CC=C1)C (toluene). The product is FC=1C=C(C=CC1OCC1=CC=CC=C1)N1C=CC2=C(C=CC=C12)OCC1=CC=CC=C1 (1-{3-Fluoro-4-[(phenylmethyl)oxy]phenyl}-4-[(phenylmethyl)oxy]-1H-indole). Yield: 36.5%. As a reaction SMILES: [CH2:1]([O:8][C:9]1[CH:17]=[CH:16][CH:15]=[C:14]2[C:10]=1[CH:11]=[CH:12][NH:13]2)[C:2]1[CH:7]=[CH:6][CH:5]=[CH:4][CH:3]=1.Br[C:19]1[CH:24]=[CH:23][C:22]([O:25][CH2:26][C:27]2[CH:32]=[CH:31][CH:30]=[CH:29][CH:28]=2)=[C:21]([F:33])[CH:20]=1.P([O-])([O-])([O-])=O.[K+].[K+].[K+].CN[C@H]1CCCC[C@@H]1NC>C1(C)C=CC=CC=1.[Cu]I>[F:33][C:21]1[CH:20]=[C:19]([N:13]2[C:14]3[C:10](=[C:9]([O:8][CH2:1][C:2]4[CH:3]=[CH:4][CH:5]=[CH:6][CH:7]=4)[CH:17]=[CH:16][CH:15]=3)[CH:11]=[CH:12]2)[CH:24]=[CH:23][C:22]=1[O:25][CH2:26][C:27]1[CH:32]=[CH:31][CH:30]=[CH:29][CH:28]=1 |f:2.3.4.5|. Reported procedure: A mixture of 4-benzyloxyindole (3.35 g, 15 mmol), 4-bromo-2-fluoro-1-[(phenylmethyl)oxy]benzene (4.22 g, 15 mmol) and potassium phosphate (6.68 g, 31.5 mmol) in toluene (25 mL) was degassed by bubbling argon through the solution for 3 minutes. Copper (I) iodide (143 mg, 0.75 mmol) and (1S,2S)-N,N′-dimethyl-1,2-cyclohexanediamine (426 mg, 0.479 ml, 3.0 mmol) were added and the mixture was refluxed under argon for 24 hrs. After cooling, the mixture was filtered through a plug of silica gel (elutio... The reactants are B.CSC (borane dimethylsulfide), ice water, CC(CCCCCC)NC(C)=O (N-(1-methylhept-1-yl)acetamide). Solvent: C1CCOC1 (THF), C1CCOC1 (THF). Reaction conditions: time 1 hour. Product: C(C)NC(CCCCCC)C (N-ethyl-N-(1-methylhept-1-yl)amine). Isolated yield 78.4%. RXN SMILES: B.CSC.[CH3:5][CH:6]([NH:13][C:14](=O)[CH3:15])[CH2:7][CH2:8][CH2:9][CH2:10][CH2:11][CH3:12]>C1COCC1>[CH2:14]([NH:13][CH:6]([CH3:5])[CH2:7][CH2:8][CH2:9][CH2:10][CH2:11][CH3:12])[CH3:15] |f:0.1|. Reported procedure: A 2M THF solution of borane-dimethylsulfide (31.5 mL, 63 mmol) was added dropwise to an ice water-cooled solution of N-(1-methylhept-1-yl)acetamide (5.13 g, 30 mmol) in THF (60 mL). The resulting solution was stirred at RT for 1 h, then was refluxed overnight. With ice-water cooling, the excess borane-dimethylsulfide was quenched by the dropwise addition of methanol (10 mL), and the mixture was allowed to stand at RT overnight. The amine hydrochloride could not be precipitated with the addition ... Reaction SMILES: [CH:7]([NH:8][CH:9]([CH3:10])[CH3:11])([CH3:12])[CH3:13].[Li:14].[N:15]1([c:19]2[n:20][c:21]([Cl:31])[n:22][c:23]3[n:24][c:25]([Cl:30])[c:26]([Cl:29])[n:27][c:28]23)[CH2:16][CH2:17][CH2:18]1.[O:33]1[CH2:34][CH2:35][CH2:36][CH2:37]1.[OH2:32].[OH:1][CH:2]1[CH2:3][O:4][CH2:5][CH2:6]1>>[O:1]([CH:2]1[CH2:3][O:4][CH2:5][CH2:6]1)[c:25]1[n:24][c:23]2[n:22][c:21]([Cl:31])[n:20][c:19]([N:15]3[CH2:16][CH2:17][CH2:18]3)[c:28]2[n:27][c:26]1[Cl:29]. The product is Clc1nc(N2CCC2)c2nc(Cl)c(OC3CCOC3)nc2n1. The reactants are CC(C)NC(C)C, [Li], Clc1nc(N2CCC2)c2nc(Cl)c(Cl)nc2n1, C1CCOC1, O, OC1CCOC1.